From a dataset of the Open Reaction Database (ORD), a public repository of structured organic reaction records. describe an organic reaction: reactants, conditions, products, and yield Starting materials: O=C1N(CC(F)(F)F)C(SCC(F)(F)F)=NC12CC(c1ccccc1)Oc1ccc(Br)cc12, CCO, N. The product is NC1=NC2(CC(c3ccccc3)Oc3ccc(Br)cc32)C(=O)N1CC(F)(F)F. RXN SMILES: [Br:1][c:2]1[cH:3][c:4]2[c:9]([cH:10][cH:11]1)[O:8][CH:7]([c:12]1[cH:13][cH:14][cH:15][cH:16][cH:17]1)[CH2:6][C:5]21[N:18]=[C:19]([S:28][CH2:29][C:30]([F:31])([F:32])[F:33])[N:20]([CH2:23][C:24]([F:25])([F:26])[F:27])[C:21]1=[O:22].[CH3:35][CH2:36][OH:37].[NH3:34]>>[Br:1][c:2]1[cH:3][c:4]2[c:9]([cH:10][cH:11]1)[O:8][CH:7]([c:12]1[cH:13][cH:14][cH:15][cH:16][cH:17]1)[CH2:6][C:5]21[N:18]=[C:19]([NH2:34])[N:20]([CH2:23][C:24]([F:25])([F:26])[F:27])[C:21]1=[O:22]. The reactants are NC1=C(C=C(C(=C1)OC)OC)C(C)=O (1-(2-amino-4,5-dimethoxyphenyl)ethanone), C[O-].[Na+] (NaOMe), CCOC(=O)C (EtOAc), C(=O)OCC (ethyl formate). The solvent is COCCOC (DME), O (water). Run at time 30 minute. The product is COC=1C=C2C(C=CNC2=CC1OC)=O (6,7-Dimethoxyquinolin-4(1H)-one). Yield: 95.0%. As a reaction SMILES: [NH2:1][C:2]1[CH:7]=[C:6]([O:8][CH3:9])[C:5]([O:10][CH3:11])=[CH:4][C:3]=1[C:12](=[O:14])[CH3:13].C[O-].[Na+].[CH:18](OCC)=O.CCOC(C)=O>COCCOC.O>[CH3:11][O:10][C:5]1[CH:4]=[C:3]2[C:2](=[CH:7][C:6]=1[O:8][CH3:9])[NH:1][CH:18]=[CH:13][C:12]2=[O:14] |f:1.2|. Procedure: To a solution of 1-(2-amino-4,5-dimethoxyphenyl)ethanone (9.80 g, 50 mmol, Lancaster Synthesis LTD) in DME (300 mL) at rt was added NaOMe (15.0 g, 278 mmol), and the mixture was stirred for 30 minutes at rt. To this mixture was added ethyl formate (25 mL) dropwise with stirring at rt. After an hour the reaction was quenched by adding aq HCl (50 mL of 2N HCl), stirred for 10 minutes and the precipitate was filtered, washed with a small amount of H2O and EtOAc to obtain the 1st crop of product. To... RXN SMILES: [CH:1]1([C:7]2[C:16]3[C:11](=[CH:12][CH:13]=[CH:14][CH:15]=3)[C:10]([CH:17]([CH3:22])[C:18]([O:20]C)=[O:19])=[CH:9][CH:8]=2)[CH2:6][CH2:5][CH2:4][CH2:3][CH2:2]1.[OH-].[K+].Cl>C(O)C.O>[CH:1]1([C:7]2[C:16]3[C:11](=[CH:12][CH:13]=[CH:14][CH:15]=3)[C:10]([CH:17]([CH3:22])[C:18]([OH:20])=[O:19])=[CH:9][CH:8]=2)[CH2:2][CH2:3][CH2:4][CH2:5][CH2:6]1 |f:1.2|. Reported procedure: 4.44 g (0.015 mole) of methyl 2(4-cyclohexyl-1-naphthyl)-propionate were solubilized in 50 ml of ethyl alcohol and 50 ml of water under heating. 2.8 g of KOH in 50 ml of water were then added and the mixture was heated with reflux for 10 hours. The conventional treatment followed by an acidification with diluted HCl and a recrystallization from a mixture of ethyl alcohol/water gave 3.5 g of 2-(4-cyclohexyl-1-naphthyl)propionic acid. Yield: 82.6%. Run in O (water), C(C)O (ethyl alcohol), O (water). Starting materials: C1(CCCCC1)C1=CC=C(C2=CC=CC=C12)C(C(=O)OC)C (methyl 2(4-cyclohexyl-1-naphthyl)-propionate), [OH-].[K+] (KOH), Cl (HCl). The product is C1(CCCCC1)C1=CC=C(C2=CC=CC=C12)C(C(=O)O)C (2-(4-cyclohexyl-1-naphthyl)propionic acid). Starting materials: CC(C)C[Al+]CC(C)C, CCOC(=O)C=CC=Cc1ccc(OCC(F)(F)C(F)F)cc1, [H-]. Yields the product OCC=CC=Cc1ccc(OCC(F)(F)C(F)F)cc1. Reaction SMILES: [CH2:25]([Al+:26][CH2:27][CH:28]([CH3:29])[CH3:30])[CH:31]([CH3:32])[CH3:33].[F:1][C:2]([CH2:3][O:4][c:5]1[cH:6][cH:7][c:8]([CH:11]=[CH:12][CH:13]=[CH:14][C:15](=[O:16])[O:17][CH2:18][CH3:19])[cH:9][cH:10]1)([CH:20]([F:21])[F:22])[F:23].[H-:24]>>[F:1][C:2]([CH2:3][O:4][c:5]1[cH:6][cH:7][c:8]([CH:11]=[CH:12][CH:13]=[CH:14][CH2:15][OH:16])[cH:9][cH:10]1)([CH:20]([F:21])[F:22])[F:23]. The reactants are COc1ccc(CCc2c(Cc3ccccc3)sc3ccccc23)cc1, ClCCl. The product is Oc1ccc(CCc2c(Cc3ccccc3)sc3ccccc23)cc1. RXN SMILES: [CH2:1]([c:2]1[cH:3][cH:4][cH:5][cH:6][cH:7]1)[c:8]1[c:9]([CH2:17][CH2:18][c:19]2[cH:20][cH:21][c:22]([O:25][CH3:26])[cH:23][cH:24]2)[c:10]2[c:11]([s:12]1)[cH:13][cH:14][cH:15][cH:16]2.[Cl:27][CH2:28][Cl:29]>>[CH2:1]([c:2]1[cH:3][cH:4][cH:5][cH:6][cH:7]1)[c:8]1[c:9]([CH2:17][CH2:18][c:19]2[cH:20][cH:21][c:22]([OH:25])[cH:23][cH:24]2)[c:10]2[c:11]([s:12]1)[cH:13][cH:14][cH:15][cH:16]2. Reactants: CSC(=C[N+](=O)[O-])SC, CC(C)O, N=C(N)Nc1nc(CSCCN)cs1. The product is CSC(=C[N+](=O)[O-])NCCSCc1csc(NC(=N)N)n1. RXN SMILES: [CH3:15][S:16][C:17](=[CH:18][N+:19](=[O:20])[O-:21])[S:22][CH3:23].[CH:24]([OH:25])([CH3:26])[CH3:27].[NH:1]([C:2](=[NH:3])[NH2:4])[c:5]1[s:6][cH:7][c:8]([CH2:10][S:11][CH2:12][CH2:13][NH2:14])[n:9]1>>[NH:1]([C:2](=[NH:3])[NH2:4])[c:5]1[s:6][cH:7][c:8]([CH2:10][S:11][CH2:12][CH2:13][NH:14][C:17]([S:16][CH3:15])=[CH:18][N+:19](=[O:20])[O-:21])[n:9]1. Run in C(C)N(CC)CC (triethylamine), C1(=CC=CC=C1)C (toluene), C(Cl)Cl (methylene chloride). Reaction SMILES: [CH3:1][O:2][C:3]1[CH:4]=[C:5]2[C:10](=[CH:11][C:12]=1[O:13][CH3:14])[N:9]=[CH:8][CH:7]=[C:6]2[O:15][C:16]1[CH:22]=[CH:21][C:19]([NH2:20])=[C:18]([CH3:23])[C:17]=1[CH3:24].Cl[C:26](Cl)([O:28][C:29](=[O:35])OC(Cl)(Cl)Cl)Cl.[CH:37]1(CO)[CH2:43][CH2:42][CH2:41][CH2:40][CH2:39][CH2:38]1.C(=O)(O)[O-].[Na+]>C(Cl)Cl.C(N(CC)CC)C.C1(C)C=CC=CC=1>[CH3:1][O:2][C:3]1[CH:4]=[C:5]2[C:10](=[CH:11][C:12]=1[O:13][CH3:14])[N:9]=[CH:8][CH:7]=[C:6]2[O:15][C:16]1[CH:22]=[CH:21][C:19]([NH:20][C:29](=[O:35])[O:28][CH2:26][CH:37]2[CH2:43][CH2:42][CH2:41][CH2:40][CH2:39][CH2:38]2)=[C:18]([CH3:23])[C:17]=1[CH3:24] |f:3.4|. Procedure details: 4-[(6,7-Dimethoxy-4-quinolyl)oxy]-2,3-dimethylaniline (50 mg) was added to toluene (5 ml), and triethylamine (0.5 ml), and the mixture was heated under reflux to prepare a solution. A solution of triphosgene (68 mg) in methylene chloride was then added thereto, and the mixture was heated under reflux for 10 min. Next, cycloheptylmethanol (30 mg) was added thereto, and the mixture was further stirred with heating under reflux for 3 hr. A saturated aqueous sodium bicarbonate solution was added to ... Starting materials: COC=1C=C2C(=CC=NC2=CC1OC)OC1=C(C(=C(N)C=C1)C)C (4-[(6,7-Dimethoxy-4-quinolyl)oxy]-2,3-dimethylaniline), ClC(Cl)(OC(OC(Cl)(Cl)Cl)=O)Cl (triphosgene), C([O-])(O)=O.[Na+] (sodium bicarbonate), C1(CCCCCC1)CO (cycloheptylmethanol). The product is COC=1C=C2C(=CC=NC2=CC1OC)OC1=C(C(=C(C=C1)NC(OCC1CCCCCC1)=O)C)C (Cycloheptylmethyl N-{4-[(6,7-dimethoxy-4-quinolyl)oxy]-2,3-dimethylphenyl}carbamate). The yield is 104.4%. Reactants: O=C1C2=C(OCC3=C1C=CC=C3)C=CC(=C2)CCN(C(C)=O)OCC2=CC=CC=C2 (N-[2-(6,11-dihydro-11-oxodibenz[b,e]oxepin-2-yl)ethyl]-N-(phenylmethoxy)acetamide), C(=O)[O-].[NH4+] (ammonium formate). Reagents/catalysts: [Pd] (palladium on carbon). Solvent: C(C)O (ethanol). Reaction conditions: time 1.5 hour. The product is O=C1C2=C(OCC3=C1C=CC=C3)C=CC(=C2)CCN(C(C)=O)O (N-[2-(6,11-dihydro-11-oxodibenz[b,e]oxepin-2-yl)ethyl]-N-hydroxyacetamide). Isolated yield 41.2%. RXN SMILES: [O:1]=[C:2]1[C:8]2[CH:9]=[CH:10][CH:11]=[CH:12][C:7]=2[CH2:6][O:5][C:4]2[CH:13]=[CH:14][C:15]([CH2:17][CH2:18][N:19]([O:23]CC3C=CC=CC=3)[C:20](=[O:22])[CH3:21])=[CH:16][C:3]1=2.C([O-])=O.[NH4+]>C(O)C.[Pd]>[O:1]=[C:2]1[C:8]2[CH:9]=[CH:10][CH:11]=[CH:12][C:7]=2[CH2:6][O:5][C:4]2[CH:13]=[CH:14][C:15]([CH2:17][CH2:18][N:19]([OH:23])[C:20](=[O:22])[CH3:21])=[CH:16][C:3]1=2 |f:1.2|. Procedure details: A solution of N-[2-(6,11-dihydro-11-oxodibenz[b,e]oxepin-2-yl)ethyl]-N-(phenylmethoxy)acetamide (4.07 g) in absolute ethanol was treated with ammonium formate (3.2 g) and 700 mg 5% palladium on carbon. The mixture was stirred at room temperature for 1.5 hours then filtered through a short pad of celite. The filtrate was evaporated and the residue purified by flash chromatography (silica gel, 2:1 ethyl acetate-hexane) to give an oil. This oil crystallized from ethyl acetate-hexane to give 1.3 g o...